This data is from the Open Reaction Database (ORD), a public repository of structured organic reaction records. The task is: describe an organic reaction: reactants, conditions, products, and yield Starting materials: FC1=C(C(=C(C=C1OC)OC)F)C1=NC=C2C(=N1)NN=C2I (6-(2,6-difluoro-3,5-dimethoxyphenyl)-3-iodo-1H-pyrazolo[3,4-d]pyrimidine), OC(CN1C(C2=CC=C(C=C2C1)B1OC(C(O1)(C)C)(C)C)=O)C (2-(2-hydroxypropyl)-5-(4,4,5,5-tetramethyl-1,3,2-dioxaborolan-2-yl)isoindolin-1-one). Yields the product FC1=C(C(=C(C=C1OC)OC)F)C1=NC=C2C(=N1)NN=C2C=2C=C1CN(C(C1=CC2)=O)CC(C)O (5-[6-(2,6-Difluoro-3,5-dimethoxyphenyl)-1H-pyrazolo[3,4-d]pyrimidin-3-yl]-2-(2-hydroxypropyl)isoindolin-1-one). As a reaction SMILES: [F:1][C:2]1[C:7]([O:8][CH3:9])=[CH:6][C:5]([O:10][CH3:11])=[C:4]([F:12])[C:3]=1[C:13]1[N:18]=[C:17]2[NH:19][N:20]=[C:21](I)[C:16]2=[CH:15][N:14]=1.[OH:23][CH:24]([CH3:45])[CH2:25][N:26]1[CH2:34][C:33]2[C:28](=[CH:29][CH:30]=[C:31](B3OC(C)(C)C(C)(C)O3)[CH:32]=2)[C:27]1=[O:44]>>[F:1][C:2]1[C:7]([O:8][CH3:9])=[CH:6][C:5]([O:10][CH3:11])=[C:4]([F:12])[C:3]=1[C:13]1[N:18]=[C:17]2[NH:19][N:20]=[C:21]([C:31]3[CH:32]=[C:33]4[C:28](=[CH:29][CH:30]=3)[C:27](=[O:44])[N:26]([CH2:25][CH:24]([OH:23])[CH3:45])[CH2:34]4)[C:16]2=[CH:15][N:14]=1. Procedure details: This compound was prepared by using procedures analogous to those described for the synthesis of Example 4, Step 2 starting from 6-(2,6-difluoro-3,5-dimethoxyphenyl)-3-iodo-1H-pyrazolo[3,4-d]pyrimidine and 2-(2-hydroxypropyl)-5-(4,4,5,5-tetramethyl-1,3,2-dioxaborolan-2-yl)isoindolin-1-one. LCMS (M+H)+=482.1. The reactants are C(C)(=O)OCC (ethyl acetate), CC(C)([O-])C.[K+] (potassium t-butoxide), C(C)(C)(C)OC(=O)N1[C@@H](C[C@H](C1)O[Si](C)(C)C(C)(C)C)CCCl ((2S,4R)-1-t-butoxycarbonyl-4-t-butyldimethylsilyloxy-2-(2-chloroethyl)pyrrolidine), FC1=CC(=C(C=C1)O)CCC1=CC=C(C=C1)F (4-fluoro-2-[2-(4-fluorophenyl)ethyl]phenol). Solvent: CN(C(C)=O)C (N,N-dimethylacetamide). Conditions: time 3 hour. Product: C(C)(C)(C)OC(=O)N1[C@@H](C[C@H](C1)O[Si](C)(C)C(C)(C)C)CCOC1=C(C=C(C=C1)F)CCC1=CC=C(C=C1)F ((2R,4R)-1-t-Butoxycarbonyl-4-t-butyldimethylsilyoxy-2-[2-{4-fluoro-2-[2-(4-fluorophenyl)ethyl]phenoxy}ethyl]pyrrolidine). The yield is 72.8%. RXN SMILES: [F:1][C:2]1[CH:7]=[CH:6][C:5]([OH:8])=[C:4]([CH2:9][CH2:10][C:11]2[CH:16]=[CH:15][C:14]([F:17])=[CH:13][CH:12]=2)[CH:3]=1.CC(C)([O-])C.[K+].[C:24]([O:28][C:29]([N:31]1[CH2:35][C@H:34]([O:36][Si:37]([C:40]([CH3:43])([CH3:42])[CH3:41])([CH3:39])[CH3:38])[CH2:33][C@H:32]1[CH2:44][CH2:45]Cl)=[O:30])([CH3:27])([CH3:26])[CH3:25].C(OCC)(=O)C>CN(C)C(=O)C>[C:24]([O:28][C:29]([N:31]1[CH2:35][C@H:34]([O:36][Si:37]([C:40]([CH3:43])([CH3:42])[CH3:41])([CH3:39])[CH3:38])[CH2:33][C@H:32]1[CH2:44][CH2:45][O:8][C:5]1[CH:6]=[CH:7][C:2]([F:1])=[CH:3][C:4]=1[CH2:9][CH2:10][C:11]1[CH:12]=[CH:13][C:14]([F:17])=[CH:15][CH:16]=1)=[O:30])([CH3:27])([CH3:26])[CH3:25] |f:1.2|. Procedure: 248 mg of 4-fluoro-2-[2-(4-fluorophenyl)ethyl]phenol (prepared as described in Preparation 6) were dissolved in 10 ml of N,N-dimethylacetamide, and then 125 mg of potassium t-butoxide and 405 mg of (2S,4R)-1-t-butoxycarbonyl-4-t-butyldimethylsilyloxy-2-(2-chloroethyl)pyrrolidine were added to the resulting solution, whilst ice-cooling. The resulting mixture was then stirred at room temperature for 3 hours, after which 150 ml of ethyl acetate were added to the reaction mixture. The reaction mixtu... The reactants are N#Cc1ccc2ccn3cccc3c(=O)c2c1, CC(=O)O, Cl. The product is NC(=O)c1ccc2ccn3cccc3c(=O)c2c1. RXN SMILES: [C:1](#[N:2])[c:3]1[cH:4][c:5]2[c:6]([cH:7][cH:8][n:9]3[c:10]([c:11]2=[O:12])[cH:13][cH:14][cH:15]3)[cH:16][cH:17]1.[CH3:19][C:20]([OH:21])=[O:22].[ClH:18]>>[C:1]([NH2:2])([c:3]1[cH:4][c:5]2[c:6]([cH:7][cH:8][n:9]3[c:10]([c:11]2=[O:12])[cH:13][cH:14][cH:15]3)[cH:16][cH:17]1)=[O:21]. The reactants are C(C)(C)(C)OC(=O)N1C(CCCC1)CI (1-(t-Butoxycarbonyl)-2(iodomethyl)piperidine), C1COCCOCCOCCOCCOCCO1 (18-crown-6), C([O-])([O-])=O.[K+].[K+] (potassium carbonate), C(C)C(C(=O)[O-])(C(=O)[O-])CC (diethylmalonate), C1(=CC=CC=C1)C (toluene). Reaction conditions: temperature 80 celsius. The product is hexanes EtOAc, C(C)(C)(C)OC(=O)N1CCC(CC1)CC(C(=O)OCC)C(=O)OCC (1-(t-Butoxycarbonyl)-4-(2,2-bis(carboethoxy)ethyl)piperidine). The yield is 89.0%. RXN SMILES: [C:1]([O:5][C:6]([N:8]1[CH2:13][CH2:12][CH2:11][CH2:10][CH:9]1CI)=[O:7])([CH3:4])([CH3:3])[CH3:2].[CH2:16]1OCCOCCOCCOCCOCCO[CH2:17]1.C(=O)([O-])[O-].[K+].[K+].C([C:42]([CH2:49]C)([C:46]([O-:48])=[O:47])[C:43]([O-:45])=[O:44])C.[C:51]1(C)C=CC=C[CH:52]=1>>[C:1]([O:5][C:6]([N:8]1[CH2:9][CH2:10][CH:11]([CH2:49][CH:42]([C:46]([O:48][CH2:51][CH3:52])=[O:47])[C:43]([O:45][CH2:16][CH3:17])=[O:44])[CH2:12][CH2:13]1)=[O:7])([CH3:2])([CH3:3])[CH3:4] |f:2.3.4|. Procedure: A mixture of 645 mg (2.0 mmol) of 1-(t-butoxycarbonyl)-4-(iodomethyl)piperidine (from EXAMPLE 32, Step A), 660 mg (2.5 mmol) of 18-crown-6, 550 mg (4.0 mmol) of potassium carbonate and 0.60 mL of diethylmalonate in 12 mL of toluene was heated at 80° C. for 20h. The mixture was cooled, partitioned between 75 mL of ether and 50 mL of H2O and the layers were separated. The organic layer was washed with 50 mL of 5% Na2S2O3, 50 mL of sat'd NaCl, dried over MgSO4 and concentrated. Flash chromatography... The reactants are CCCCCOc1ccc(-c2ccc(C#N)cc2)cc1, CCO, Cc1ccccc1, Cl. Yields the product CCCCCOc1ccc(-c2ccc(C(=N)OCC)cc2)cc1, Cl. Reaction SMILES: [C:1](#[N:2])[c:3]1[cH:4][cH:5][c:6](-[c:9]2[cH:10][cH:11][c:12]([O:15][CH2:16][CH2:17][CH2:18][CH2:19][CH3:20])[cH:13][cH:14]2)[cH:7][cH:8]1.[CH2:21]([CH3:22])[OH:23].[CH3:25][c:26]1[cH:27][cH:28][cH:29][cH:30][cH:31]1.[ClH:24]>>[C:1](=[NH:2])([c:3]1[cH:4][cH:5][c:6](-[c:9]2[cH:10][cH:11][c:12]([O:15][CH2:16][CH2:17][CH2:18][CH2:19][CH3:20])[cH:13][cH:14]2)[cH:7][cH:8]1)[O:23][CH2:21][CH3:22].[ClH:24]. Reactants: [Al+3], CC(C)[O-], CC(C)[O-], CC(C)[O-], C=C(C)c1ccccc1, CCCCCCC, Oc1ccc(-c2nc(-c3ccccc3)nc(-c3ccccc3)n2)c(O)c1. The product is CC(C)(c1ccccc1)c1cc(-c2nc(-c3ccccc3)nc(-c3ccccc3)n2)c(O)cc1O. RXN SMILES: [Al+3:31].[CH3:27][CH:28]([CH3:29])[O-:30].[CH3:32][CH:33]([CH3:34])[O-:35].[CH3:36][CH:37]([CH3:38])[O-:39].[CH3:40][C:41](=[CH2:42])[c:43]1[cH:44][cH:45][cH:46][cH:47][cH:48]1.[CH3:49][CH2:50][CH2:51][CH2:52][CH2:53][CH2:54][CH3:55].[OH:1][c:2]1[c:3](-[c:9]2[n:10][c:11](-[c:21]3[cH:22][cH:23][cH:24][cH:25][cH:26]3)[n:12][c:13](-[c:15]3[cH:16][cH:17][cH:18][cH:19][cH:20]3)[n:14]2)[cH:4][cH:5][c:6]([OH:8])[cH:7]1>>[OH:1][c:2]1[c:3](-[c:9]2[n:10][c:11](-[c:21]3[cH:22][cH:23][cH:24][cH:25][cH:26]3)[n:12][c:13](-[c:15]3[cH:16][cH:17][cH:18][cH:19][cH:20]3)[n:14]2)[cH:4][c:5]([C:41]([CH3:40])([CH3:42])[c:43]2[cH:44][cH:45][cH:46][cH:47][cH:48]2)[c:6]([OH:8])[cH:7]1. The reactants are S(=O)(=O)([O-])[O-].[Na+].[Na+] (sodium sulfate), C(C1=CC=CC=C1)OC(C(=O)OCC)(O)C (ethyl 2-benzyloxylactate), [H-].[Al+3].[Li+].[H-].[H-].[H-] (lithium aluminum hydride). Solvent: O1CCCC1 (tetrahydrofuran), O1CCCC1 (tetrahydrofuran). Run at temperature 60 celsius, time 3 hour. Product: C(C1=CC=CC=C1)OC(CO)C (2-benzyloxy-1-propanol). Isolated yield 81.8%. As a reaction SMILES: [CH2:1]([O:8][C:9]([CH3:16])(O)[C:10](OCC)=[O:11])[C:2]1[CH:7]=[CH:6][CH:5]=[CH:4][CH:3]=1.[H-].[Al+3].[Li+].[H-].[H-].[H-].S([O-])([O-])(=O)=O.[Na+].[Na+]>O1CCCC1>[CH2:1]([O:8][CH:9]([CH3:16])[CH2:10][OH:11])[C:2]1[CH:7]=[CH:6][CH:5]=[CH:4][CH:3]=1 |f:1.2.3.4.5.6,7.8.9|. Reported procedure: A solution of ethyl 2-benzyloxylactate (9.5 g, 45.6 mmole) in anhydrous tetrahydrofuran (30 mL) was added dropwise during 30 minutes to a stirred solution of lithium aluminum hydride (1.06 g, 28 mmole) in anhydrous tetrahydrofuran (56 mL) at room temperature under argon atmosphere. Next, the mixture was stirred for 3 hours at 60° C. After cooling to 30° C., freshly prepared saturated solution of sodium sulfate (10 mL) was slowly added. The mixture was filtered and the solvent was distilled under...